This data is from the Open Reaction Database (ORD), a public repository of structured organic reaction records. The task is: describe an organic reaction: reactants, conditions, products, and yield Reactants: N(=NC(=O)OCC)C(=O)OCC (diethyl azodicarboxylate), FC(C1=CC=C(C=C1)CCO)(F)F (2-[4-(tri-fluoromethyl)phenyl]ethanol), O=CC1=CC(O)=C(OC)C=C1 (isovanillin), C1(=CC=CC=C1)P(C1=CC=CC=C1)C1=CC=CC=C1 (triphenylphosphine). The solvent is O1CCCC1 (tetrahydrofuran). Run at time 8 hour. Product: COC1=C(C=C(C=O)C=C1)OCCC1=CC=C(C=C1)C(F)(F)F (4-Methoxy-3-[2-[4-(trifluoromethyl)phenyl]ethoxy]benzaldehyde). Yield: 72.3%. Reaction SMILES: N(C(OCC)=O)=NC(OCC)=O.[F:13][C:14]([F:25])([F:24])[C:15]1[CH:20]=[CH:19][C:18]([CH2:21][CH2:22][OH:23])=[CH:17][CH:16]=1.[O:26]=[CH:27][C:28]1[CH:36]=[CH:35][C:32]([O:33][CH3:34])=[C:30](O)[CH:29]=1.C1(P(C2C=CC=CC=2)C2C=CC=CC=2)C=CC=CC=1>O1CCCC1>[CH3:34][O:33][C:32]1[CH:35]=[CH:36][C:28]([CH:27]=[O:26])=[CH:29][C:30]=1[O:23][CH2:22][CH2:21][C:18]1[CH:17]=[CH:16][C:15]([C:14]([F:24])([F:25])[F:13])=[CH:20][CH:19]=1. Procedure details: Under an argon atmosphere, stirring and cooling with ice, diethyl azodicarboxylate (40% toluene solution, 3.80 mL, 8.38 mmol) was added dropwise to a solution of 2-[4-(tri-fluoromethyl)phenyl]ethanol (1.59 g, 8.36 mmol), isovanillin (1.28 g, 8.41 mmol) and triphenylphosphine (2.20 g, 8.39 mmol) in anhydrous tetrahydrofuran (50 mL). After completion of the dropwise addition, the mixture was stirred for 1 hour under cooling with ice, and then allowed to stand overnight at room temperature. The rea... Starting materials: O(C1=CC=CC=C1)CC(=O)NC1[C@@H]2N(C(C(CS2)=C)C(=O)[O-])C1=O (7-phenoxyacetamido-3-methylenecepham-4-carboxylate), P(Cl)(Cl)(Cl)(Cl)Cl (phosphorus pentachloride), C(C(C)C)O (isobutanol), C(Cl)Cl (methylene chloride), N1=CC=CC=C1 (pyridine). The product is Cl.NC1[C@@H]2N(C(C(CS2)=C)C(=O)OCC2=CC=C(C=C2)OC)C1=O (p-Methoxybenzyl 7-amino-3-methylenecepham-4-carboxylate hydrochloride). As a reaction SMILES: O(CC([NH:11][CH:12]1[C:23](=[O:24])[N:14]2[CH:15]([C:20]([O-:22])=[O:21])[C:16](=[CH2:19])[CH2:17][S:18][C@H:13]12)=O)C1C=CC=CC=1.[CH2:25](Cl)[Cl:26].N1C=[CH:32][CH:31]=[CH:30][CH:29]=1.P(Cl)(Cl)(Cl)(Cl)Cl.[CH2:40]([OH:44])[CH:41](C)[CH3:42]>>[ClH:26].[NH2:11][CH:12]1[C:23](=[O:24])[N:14]2[CH:15]([C:20]([O:22][CH2:32][C:31]3[CH:42]=[CH:41][C:40]([O:44][CH3:25])=[CH:29][CH:30]=3)=[O:21])[C:16](=[CH2:19])[CH2:17][S:18][C@H:13]12 |f:5.6|. Procedure: To a solution of 4.3 g. of p-methoxybenxyl 7-phenoxyacetamido-3-methylenecepham-4-carboxylate in 50 ml. of methylene chloride were added 880 mg. of dry pyridine and 2.3 g. of phosphorus pentachloride and the mixture was stirred at the reflux temperature for 3 hours. The reaction mixture was then cooled in an ice-water bath and 5 ml. of isobutanol were added. The mixture was stirred in the cold for several hours during which time 2.2 g. of the reaction product. p-methoxybenzy 7-amino-3-methylenec...